From a dataset of the Open Reaction Database (ORD), a public repository of structured organic reaction records. describe an organic reaction: reactants, conditions, products, and yield Reactants: CCOC(=O)NCCc1cccc(Br)c1, O. Product: O=C1NCCc2cc(Br)ccc21. As a reaction SMILES: [CH2:1]([O:3][C:4](=[O:2])[NH:6][CH2:7][CH2:8][c:9]1[cH:10][c:11]([Br:15])[cH:12][cH:13][cH:14]1)[CH3:5].[OH2:16]>>[O:3]=[C:4]1[NH:6][CH2:7][CH2:8][c:9]2[cH:10][c:11]([Br:15])[cH:12][cH:13][c:14]21. Reactants: C(C1=CC=CC=C1)(=O)N1CC(C1)NC1=C2C3=C(C(NC2=NC=C1)=O)C=CC=C3 (1-(1-Benzoylazetidin-3-ylamino)benzo[c][1,8]naphthyridin-6(5H)-one), C(=O)([O-])[O-].[K+].[K+] (K2CO3), ClCC(=O)NC1=CC=CC=C1 (2-chloro-N-phenylacetamide). The solvent is CO (MeOH). Reaction conditions: time 40 hour. Yields the product O=C1NC2=NC=CC(=C2C2=C1C=CC=C2)NC2CN(C2)CC(=O)NC2=CC=CC=C2 (2-(3-(6-Oxo-5,6-dihydrobenzo[c][1,8]naphthyridin-1-ylamino)azetidin-1-yl)-N-phenylacetamide). Yield: 7.8%. RXN SMILES: [C:1]([N:9]1[CH2:12][CH:11]([NH:13][C:14]2[CH:23]=[CH:22][N:21]=[C:20]3[C:15]=2[C:16]2[CH:28]=[CH:27][CH:26]=[CH:25][C:17]=2[C:18](=[O:24])[NH:19]3)[CH2:10]1)(=O)C1C=CC=CC=1.C([O-])([O-])=O.[K+].[K+].ClC[C:37]([NH:39][C:40]1[CH:45]=[CH:44][CH:43]=[CH:42][CH:41]=1)=[O:38]>CO>[O:24]=[C:18]1[C:17]2[CH:25]=[CH:26][CH:27]=[CH:28][C:16]=2[C:15]2[C:20](=[N:21][CH:22]=[CH:23][C:14]=2[NH:13][CH:11]2[CH2:10][N:9]([CH2:1][C:37]([NH:39][C:40]3[CH:45]=[CH:44][CH:43]=[CH:42][CH:41]=3)=[O:38])[CH2:12]2)[NH:19]1 |f:1.2.3|. Procedure: The amine intermediate from Example 366 (60 mg, 0.16 mmol), K2CO3 (33 mg, 0.24 mmol), and 2-chloro-N-phenylacetamide (26 mg, 0.16 mmol) were suspended in MeOH (2 mL), and stirred for 40 h at room temperature. The crude reaction mixture was purified directly via HP-LC to provide 370 (5 mg, 6% yield) as a solid. LC-MS (M+H=400, obsd.=400). The reactants are FC(F)(F)c1cnc(N2CCNCC2)c(Cl)c1, O=C(O)C1CN(S(=O)(=O)c2ccccc2C(F)(F)F)C(=O)N1c1ccccc1. Product: O=C(C1CN(S(=O)(=O)c2ccccc2C(F)(F)F)C(=O)N1c1ccccc1)N1CCN(c2ncc(C(F)(F)F)cc2Cl)CC1. RXN SMILES: [Cl:29][c:30]1[c:31]([N:40]2[CH2:41][CH2:42][NH:43][CH2:44][CH2:45]2)[n:32][cH:33][c:34]([C:36]([F:37])([F:38])[F:39])[cH:35]1.[O:1]=[C:2]1[N:3]([S:16](=[O:17])(=[O:18])[c:19]2[c:20]([C:25]([F:26])([F:27])[F:28])[cH:21][cH:22][cH:23][cH:24]2)[CH2:4][CH:5]([C:13](=[O:14])[OH:15])[N:6]1[c:7]1[cH:8][cH:9][cH:10][cH:11][cH:12]1>>[O:1]=[C:2]1[N:3]([S:16](=[O:17])(=[O:18])[c:19]2[c:20]([C:25]([F:26])([F:27])[F:28])[cH:21][cH:22][cH:23][cH:24]2)[CH2:4][CH:5]([C:13](=[O:14])[N:43]2[CH2:42][CH2:41][N:40]([c:31]3[c:30]([Cl:29])[cH:35][c:34]([C:36]([F:37])([F:38])[F:39])[cH:33][n:32]3)[CH2:45][CH2:44]2)[N:6]1[c:7]1[cH:8][cH:9][cH:10][cH:11][cH:12]1. Reactants: OCCC1=CC=C(C=C1)NC(=O)C=1NC2=CC=CC(=C2C1)OCC1=COC2=C1C=C(C=C2)Cl (4-(5-chloro-benzofuran-3-ylmethoxy)-1H-indole-2-carboxylic acid [4-(2-hydroxy-ethyl)-phenyl]-amide), N1CCC(CC1)OC(C(C)(C)C)=O (2,2-dimethyl-propionic acid piperidin-4-yl ester). Yields the product OC1CCN(CC1)CCC1=CC=C(C=C1)NC(=O)C=1NC2=CC=CC(=C2C1)OCC1=COC2=C1C=C(C=C2)Cl (4-(5-Chloro-benzofuran-3-ylmethoxy)-1H-indole-2-carboxylic acid {4-[2-(4-hydroxy-piperidin-1-yl)-ethyl]-phenyl}-amide). Reaction SMILES: O[CH2:2][CH2:3][C:4]1[CH:9]=[CH:8][C:7]([NH:10][C:11]([C:13]2[NH:14][C:15]3[C:20]([CH:21]=2)=[C:19]([O:22][CH2:23][C:24]2[C:28]4[CH:29]=[C:30]([Cl:33])[CH:31]=[CH:32][C:27]=4[O:26][CH:25]=2)[CH:18]=[CH:17][CH:16]=3)=[O:12])=[CH:6][CH:5]=1.[NH:34]1[CH2:39][CH2:38][CH:37]([O:40]C(=O)C(C)(C)C)[CH2:36][CH2:35]1>>[OH:40][CH:37]1[CH2:36][CH2:35][N:34]([CH2:2][CH2:3][C:4]2[CH:5]=[CH:6][C:7]([NH:10][C:11]([C:13]3[NH:14][C:15]4[C:20]([CH:21]=3)=[C:19]([O:22][CH2:23][C:24]3[C:28]5[CH:29]=[C:30]([Cl:33])[CH:31]=[CH:32][C:27]=5[O:26][CH:25]=3)[CH:18]=[CH:17][CH:16]=4)=[O:12])=[CH:8][CH:9]=2)[CH2:39][CH2:38]1. Reported procedure: This compound is synthesized analogously to example 154 from 4-(5-Chloro-benzofuran-3-ylmethoxy)-1H-indole-2-carboxylic acid [4-(2-hydroxy-ethyl)-phenyl]-amide (193) and 2,2-dimethyl-propionic acid piperidin-4-yl ester, followed by removal of the protective group by sodium methylate. Reactants: CCOC(C)=O, CC(C)(NC(=O)c1cccc(-c2cnc3oc(-c4ccc(F)cc4)c(C=O)c3c2)c1)c1ccccc1, CN(C)C=O. Product: CC(C)(NC(=O)c1cccc(-c2cnc3oc(-c4ccc(F)cc4)c(C(=O)O)c3c2)c1)c1ccccc1. As a reaction SMILES: [CH3:42][CH2:43][O:44][C:45]([CH3:46])=[O:47].[F:1][c:2]1[cH:3][cH:4][c:5](-[c:8]2[c:9]([CH:35]=[O:36])[c:10]3[c:11]([n:12][cH:13][c:14](-[c:16]4[cH:17][c:18]([C:19](=[O:20])[NH:21][C:22]([CH3:23])([CH3:24])[c:25]5[cH:26][cH:27][cH:28][cH:29][cH:30]5)[cH:31][cH:32][cH:33]4)[cH:15]3)[o:34]2)[cH:6][cH:7]1.[O:37]=[CH:38][N:39]([CH3:40])[CH3:41]>>[F:1][c:2]1[cH:3][cH:4][c:5](-[c:8]2[c:9]([C:35](=[O:36])[OH:37])[c:10]3[c:11]([n:12][cH:13][c:14](-[c:16]4[cH:17][c:18]([C:19](=[O:20])[NH:21][C:22]([CH3:23])([CH3:24])[c:25]5[cH:26][cH:27][cH:28][cH:29][cH:30]5)[cH:31][cH:32][cH:33]4)[cH:15]3)[o:34]2)[cH:6][cH:7]1. Starting materials: ClC1=C(C(=CC=C1)Cl)CS(=O)(=O)C=1C=C2/C(/C(NC2=CC1)=O)=C/C=1NC(=CC1C(=O)O)C (2-[5-(2,6-dichloro-phenylmethanesulfonyl)-2-oxo-1,2-dihydro-indol-(3Z)-ylidenemethyl]-5-methyl-1H-pyrrole-3-carboxylic acid), C[C@H]1N[C@H](CNC1)C ((2R,6S)-2,6-dimethyl-piperazine), C=1C=CC2=C(C1)N=NN2O (HOBt), CCN=C=NCCCN(C)C.Cl (EDAC.HCl), TEA. Solvent: CN(C)C=O (DMF). Run at time 8 hour. The product is ClC1=C(C(=CC=C1)Cl)CS(=O)(=O)C=1C=C2/C(/C(NC2=CC1)=O)=C/C=1NC(=CC1C(=O)N1C[C@H](N[C@H](C1)C)C)C (5-(2,6-Dichloro-phenylmethanesulfonyl)-3-[1-[3-((3R,5S)-3,5-dimethyl-piperazine-1-carbonyl)-5-methyl-1H-pyrrol-2-yl]-meth-(Z)-ylidene]-1,3-dihydro-indol-2-one). RXN SMILES: [Cl:1][C:2]1[CH:7]=[CH:6][CH:5]=[C:4]([Cl:8])[C:3]=1[CH2:9][S:10]([C:13]1[CH:14]=[C:15]2[C:19](=[CH:20][CH:21]=1)[NH:18][C:17](=[O:22])/[C:16]/2=[CH:23]\[C:24]1[NH:25][C:26]([CH3:32])=[CH:27][C:28]=1[C:29](O)=[O:30])(=[O:12])=[O:11].[CH3:33][C@@H:34]1[CH2:39][NH:38][CH2:37][C@H:36]([CH3:40])[NH:35]1.C1C=CC2N(O)N=NC=2C=1.CCN=C=NCCCN(C)C.Cl>CN(C=O)C>[Cl:8][C:4]1[CH:5]=[CH:6][CH:7]=[C:2]([Cl:1])[C:3]=1[CH2:9][S:10]([C:13]1[CH:14]=[C:15]2[C:19](=[CH:20][CH:21]=1)[NH:18][C:17](=[O:22])/[C:16]/2=[CH:23]\[C:24]1[NH:25][C:26]([CH3:32])=[CH:27][C:28]=1[C:29]([N:38]1[CH2:37][C@H:36]([CH3:40])[NH:35][C@H:34]([CH3:33])[CH2:39]1)=[O:30])(=[O:11])=[O:12] |f:3.4|. Procedure: A mixture of 2-[5-(2,6-dichloro-phenylmethanesulfonyl)-2-oxo-1,2-dihydro-indol-(3Z)-ylidenemethyl]-5-methyl-1H-pyrrole-3-carboxylic acid (120 mg, 0.24 mmol), (2R,6S)-2,6-dimethyl-piperazine (32 mg, 1.2 eq.), HOBt (1.2 eq.), EDAC.HCl (1.2 eq.) and TEA (3 eq.) in DMF (10 mL) was stirred at rt for overnight. The reaction was concentrated and purified on s silica gel column to give the titled compound.